Dataset: the Open Reaction Database (ORD), a public repository of structured organic reaction records. Task: describe an organic reaction: reactants, conditions, products, and yield Reactants: CC(C)(C)C1N(S(C2=C1C=CC=C2C2=CC=C(C=C2)N)(=O)=O)C(=O)[O-] (1,1-dimethylethyl-7-(4-aminophenyl)-1,2-benzisothiazole-2(3H)-carboxylate 1,1-dioxide), FC(C1(NN(C=C1)C1=CC(=CC=C1)C#N)C(=O)O)(F)F (3-(trifluoromethyl)-l-(3-cyanophenyl)-1H-pyrazolecarboxylic acid), S(=O)(Cl)Cl (thionyl chloride), FC(C(=O)O)(F)F (trifluoroacetic acid). Reagents/catalysts: CN(C)C=1C=CN=CC1 (DMAP), [Pd] (palladium on carbon). Solvent: C(Cl)Cl (methylene chloride), CO (methanol), C(C)#N (acetonitrile). Run at time 18 hour. Yields the product NCC=1C=C(C=CC1)N1N=C(C=C1C(=O)NC1=CC=C(C=C1)C1=CC=CC=2CN(S(C21)(=O)=O)C(=O)OC(C)(C)C)C(F)(F)F (1,1-dimethylethyl 7-[4-[[[1-[3-(aminomethyl)phenyl]-3-(trifluoromethyl)-1H-pyrazol-5-yl]carbonyl]amino]phenyl]-1,2-benzisothiazole-2(3H)-carboxylate 1,1-dioxide). Isolated yield 15.0%. As a reaction SMILES: [F:1][C:2]([F:20])([F:19])[C:3]1(C(O)=O)[CH:7]=[CH:6][N:5]([C:8]2[CH:13]=[CH:12][CH:11]=[C:10]([C:14]#[N:15])[CH:9]=2)[NH:4]1.S(Cl)(Cl)=O.CC([CH:29]1[C:33]2[CH:34]=[CH:35][CH:36]=[C:37]([C:38]3[CH:43]=[CH:42][C:41]([NH2:44])=[CH:40][CH:39]=3)[C:32]=2[S:31](=[O:46])(=[O:45])[N:30]1[C:47]([O-:49])=[O:48])(C)C.FC(F)(F)[C:52]([OH:54])=O>C(#N)C.CN(C1C=CN=CC=1)C.C(Cl)Cl.CO.[Pd]>[NH2:15][CH2:14][C:10]1[CH:9]=[C:8]([N:5]2[C:6]([C:52]([NH:44][C:41]3[CH:40]=[CH:39][C:38]([C:37]4[C:32]5[S:31](=[O:46])(=[O:45])[N:30]([C:47]([O:49][C:10]([CH3:14])([CH3:11])[CH3:9])=[O:48])[CH2:29][C:33]=5[CH:34]=[CH:35][CH:36]=4)=[CH:43][CH:42]=3)=[O:54])=[CH:7][C:3]([C:2]([F:1])([F:19])[F:20])=[N:4]2)[CH:13]=[CH:12][CH:11]=1. Procedure details: To the solution of 3-(trifluoromethyl)-l-(3-cyanophenyl)-1H-pyrazolecarboxylic acid (0.1 g, 0.3 mmol) in dry acetonitrile (10 mL) was added thionyl chloride (0.15 mL, 1.8 mmol). The reaction mixture was warmed up at 50 C for 1 h. The solvent and excess of thionyl chloride were removed under reduced pressure and dried on a vacuum pump over 18 h. To this dried resudue was added a mixture of 1,1-dimethylethyl-7-(4-aminophenyl)-1,2-benzisothiazole-2(3H)-carboxylate 1,1-dioxide (0.1 g, 0.3 mmol) and ... Starting materials: [OH-].[K+] (potassium hydroxide), O (water), ClC1=CC=CC2=C1C(N(CC=1N2C=NC1C#CCO)C)=O (7-chloro-4,5-dihydro-3-(3-hydroxy-1-propynyl)-5-methyl-6H-imidazo[1,5-a][1,4]benzodiazepin-6-one), BrCC1CC1 (bromomethylcyclopropane). Run in CN(C=O)C (N,N-dimethylformamide). Reaction conditions: time 5 minute. Product: ClC1=CC=CC2=C1C(N(CC=1N2C=NC1C#CCOCC1CC1)C)=O (7-chloro-3-[3-(cyclopropyl-methoxy)- 1-propynyl]-4,5-dihydro-5 methyl6H-imidazo-[1,5-a][1,4]benzodiazepin-6-one). Yield: 85.2%. Reaction SMILES: [OH-].[K+].[Cl:3][C:4]1[C:9]2[C:10](=[O:23])[N:11]([CH3:22])[CH2:12][C:13]3[N:14]([CH:15]=[N:16][C:17]=3[C:18]#[C:19][CH2:20][OH:21])[C:8]=2[CH:7]=[CH:6][CH:5]=1.Br[CH2:25][CH:26]1[CH2:28][CH2:27]1.O>CN(C)C=O>[Cl:3][C:4]1[C:9]2[C:10](=[O:23])[N:11]([CH3:22])[CH2:12][C:13]3[N:14]([CH:15]=[N:16][C:17]=3[C:18]#[C:19][CH2:20][O:21][CH2:25][CH:26]3[CH2:28][CH2:27]3)[C:8]=2[CH:7]=[CH:6][CH:5]=1 |f:0.1|. Reported procedure: 3.34 g (59 mmol) of freshly powdered potassium hydroxide were suspended in 25 ml of N,N-dimethylformamide and treated with 4.0 g (13.2 mmol) of 7-chloro-4,5-dihydro-3-(3-hydroxy-1-propynyl)-5-methyl-6H-imidazo[1,5-a][1,4]benzodiazepin-6-one. After stirring at room temperature for 5 minutes the mixture was cooled to 2°, whereupon 4.95 g (31.1 mmol) of bromomethylcyclopropane were added thereto. The reaction mixture was stirred at room temperature for 1 hour and then poured into water. The mixture... Reactants: O=C(CBr)OCc1ccccc1, [Li]CCCC, CCCCCC, CC(C)NC(C)C, [Cl-], Cl, [NH4+], O=C1Cc2ccccc2O1, C1CCOC1. Product: O=C(CC1C(=O)Oc2ccccc21)OCc1ccccc1. RXN SMILES: [Br:23][CH2:24][C:25](=[O:26])[O:27][CH2:28][c:29]1[cH:30][cH:31][cH:32][cH:33][cH:34]1.[CH2:8]([Li:9])[CH2:10][CH2:11][CH3:12].[CH3:43][CH2:44][CH2:45][CH2:46][CH2:47][CH3:48].[CH:1]([NH:2][CH:3]([CH3:4])[CH3:5])([CH3:6])[CH3:7].[Cl-:35].[ClH:37].[NH4+:36].[O:13]1[C:14](=[O:22])[CH2:15][c:16]2[c:17]1[cH:18][cH:19][cH:20][cH:21]2.[O:38]1[CH2:39][CH2:40][CH2:41][CH2:42]1>>[O:13]1[C:14](=[O:22])[CH:15]([CH2:24][C:25](=[O:26])[O:27][CH2:28][c:29]2[cH:30][cH:31][cH:32][cH:33][cH:34]2)[c:16]2[c:17]1[cH:18][cH:19][cH:20][cH:21]2. The reactants are O=C(O)CNC(=O)c1ccccc1, CC(=O)OC(C)=O, Cc1ccccc1, O. The product is O=C1CN=C(c2ccccc2)O1. Reaction SMILES: [C:1]([CH2:2][NH:3][C:4](=[O:5])[c:6]1[cH:7][cH:8][cH:9][cH:10][cH:11]1)(=[O:12])[OH:13].[CH3:14][C:15]([O:16][C:17](=[O:18])[CH3:19])=[O:20].[CH3:21][c:22]1[cH:23][cH:24][cH:25][cH:26][cH:27]1.[OH2:28]>>[C:1]1(=[O:12])[CH2:2][N:3]=[C:4]([c:6]2[cH:7][cH:8][cH:9][cH:10][cH:11]2)[O:13]1. The reactants are CC(C)(C)C(NC(=O)OCc1ccccc1)C(=O)O, CC(C)(C)NC(=O)C1CCCCC1CC(O)C(N)Cc1ccccc1. The product is CC(C)(C)NC(=O)C1CCCCC1CC(O)C(Cc1ccccc1)NC(=O)C(NC(=O)OCc1ccccc1)C(C)(C)C. As a reaction SMILES: [CH2:1]([c:2]1[cH:3][cH:4][cH:5][cH:6][cH:7]1)[O:8][C:9](=[O:10])[NH:11][CH:12]([C:13]([CH3:14])([CH3:15])[CH3:16])[C:17](=[O:18])[OH:19].[NH2:20][CH:21]([CH:22]([CH2:23][CH:24]1[CH:25]([C:30](=[O:31])[NH:32][C:33]([CH3:34])([CH3:35])[CH3:36])[CH2:26][CH2:27][CH2:28][CH2:29]1)[OH:37])[CH2:38][c:39]1[cH:40][cH:41][cH:42][cH:43][cH:44]1>>[CH2:1]([c:2]1[cH:3][cH:4][cH:5][cH:6][cH:7]1)[O:8][C:9](=[O:10])[NH:11][CH:12]([C:13]([CH3:14])([CH3:15])[CH3:16])[C:17](=[O:19])[NH:20][CH:21]([CH:22]([CH2:23][CH:24]1[CH:25]([C:30](=[O:31])[NH:32][C:33]([CH3:34])([CH3:35])[CH3:36])[CH2:26][CH2:27][CH2:28][CH2:29]1)[OH:37])[CH2:38][c:39]1[cH:40][cH:41][cH:42][cH:43][cH:44]1. Starting materials: ice water, [H-].[Na+] (Sodium hydride), [Br-].O1C(OCCC1)CC[P+](C1=CC=CC=C1)(C1=CC=CC=C1)C1=CC=CC=C1 ([2-(1,3-dioxan-2-yl)ethyl]triphenylphosphonium bromide), CC1=C(N=C(O1)C1=CC=CC=C1)CCOC1=CC=C(C=O)C=C1 (4-[2-(5-methyl-2-phenyl-4-oxazolyl)ethoxy]benzaldehyde). Run in CN(C=O)C (N,N-dimethylformamide). Reaction conditions: time 30 minute. Yields the product CC1=C(N=C(O1)C1=CC=CC=C1)CCOC1=CC=C(C=C1)\C=C/CC1OCCCO1 ((Z)-2-[3-[4-[2-(5-methyl-2-phenyl-4-oxazolyl)ethoxy]phenyl]-2-propenyl]-1,3-dioxane). Yield: 77.3%. Reaction SMILES: [H-].[Na+].[Br-].[O:4]1[CH2:9][CH2:8][CH2:7][O:6][CH:5]1[CH2:10][CH2:11][P+](C1C=CC=CC=1)(C1C=CC=CC=1)C1C=CC=CC=1.[CH3:31][C:32]1[O:36][C:35]([C:37]2[CH:42]=[CH:41][CH:40]=[CH:39][CH:38]=2)=[N:34][C:33]=1[CH2:43][CH2:44][O:45][C:46]1[CH:53]=[CH:52][C:49]([CH:50]=O)=[CH:48][CH:47]=1>CN(C)C=O>[CH3:31][C:32]1[O:36][C:35]([C:37]2[CH:38]=[CH:39][CH:40]=[CH:41][CH:42]=2)=[N:34][C:33]=1[CH2:43][CH2:44][O:45][C:46]1[CH:47]=[CH:48][C:49](/[CH:50]=[CH:11]\[CH2:10][CH:5]2[O:4][CH2:9][CH2:8][CH2:7][O:6]2)=[CH:52][CH:53]=1 |f:0.1,2.3|. Reported procedure: Sodium hydride (60% in oil, 0.78 g) was added in limited amounts, at room temperature, to a solution of [2-(1,3-dioxan-2-yl)ethyl]triphenylphosphonium bromide (8.9 g) in N,N-dimethylformamide (100 ml). The mixture was stirred for 30 minutes at the same temperature range, to which was added 4-[2-(5-methyl-2-phenyl-4-oxazolyl)ethoxy]benzaldehyde (5.0 g). The mixture was stirred for 15 minutes at room temperature, then for 5 hours at 70° C. The reaction mixture was poured into ice-water, which was ... The reactants are CC1=CN=C(S1)N, C[C@@H](C1=NC=C(C=N1)F)NC2=NC(=NC(=N2)Cl)N3CCOCC3. Reagents/catalysts: C(=O)([O-])[O-].[Cs+].[Cs+], C1=CC=C(C=C1)P(C2=CC=CC=C2)C3=C(C4=CC=CC=C4C=C3)C5=C(C=CC6=CC=CC=C65)P(C7=CC=CC=C7)C8=CC=CC=C8, C1=CC=C(C=C1)/C=C/C(=O)/C=C/C2=CC=CC=C2.C1=CC=C(C=C1)/C=C/C(=O)/C=C/C2=CC=CC=C2.C1=CC=C(C=C1)/C=C/C(=O)/C=C/C2=CC=CC=C2.[Pd].[Pd]. Run in C1COCCO1. Reaction conditions: temperature 95 celsius. Product: CC1=CN=C(S1)NC2=NC(=NC(=N2)N3CCOCC3)N[C@@H](C)C4=NC=C(C=N4)F. Yield: 20.7%. Reported procedure: (S)-4-chloro-N-(1-(5-fluoropyrimidin-2-yl)ethyl)-6-morpholino-1,3,5-triazin-2-amine (100 mg, 0.29 mmol), 5-methylthiazol-2-amine (50.4 mg, 0.44 mmol), BINAP (18.33 mg, 0.03 mmol), Pd2(dba)3 (13.48 mg, 0.01 mmol) and Cs2CO3 (240 mg, 0.74 mmol) were combined in a microwave reaction tube and vacuum purged. The tube was then charged with nitrogen and dioxane (0.589 mL) was added. The tube was then evacuated again and placed under a nitrogen balloon for 8 hours. LC/MS confirmed formation of the produ... Reactants: O1CCC(CC1)C(=O)O (tetrahydropyran-4-carboxylic acid), C(C)(C)[N-]C(C)C.[Li+] (lithium diisopropylamide), N-butyl lithium, C(C)(C)NC(C)C (diisopropylamine), C=O (formaldehyde). The solvent is O1CCCC1 (tetrahydrofuran), CN(P(=O)(N(C)C)N(C)C)C (hexamethylphosphoramide), hexanes, O1CCCC1 (tetrahydrofuran). Conditions: time 20 minute. The product is C(C)(C)[N-]C(C)C.[Li+] (Lithium diisopropylamide), OCC1(CCOCC1)C(=O)O (4-(hydroxymethyl)tetrahydropyran-4-carboxylic acid). Yield: 58.0%. RXN SMILES: [CH:1]([NH:4][CH:5]([CH3:7])[CH3:6])([CH3:3])[CH3:2].[O:8]1[CH2:13][CH2:12][CH:11]([C:14]([OH:16])=[O:15])[CH2:10][CH2:9]1.C([N-]C(C)C)(C)C.[Li+:24].[CH2:25]=[O:26]>O1CCCC1.CN(C)P(N(C)C)(N(C)C)=O>[CH:1]([N-:4][CH:5]([CH3:7])[CH3:6])([CH3:3])[CH3:2].[Li+:24].[OH:26][CH2:25][C:11]1([C:14]([OH:16])=[O:15])[CH2:12][CH2:13][O:8][CH2:9][CH2:10]1 |f:2.3,7.8|. Procedure details: Lithium diisopropylamide was prepared by the addition of 2.45M N-butyl lithium (16.5 mL) in hexanes to a solution diisopropylamine (5.80 mL, 41.4 mmmol) in tetrahydrofuran (40 mL) at 0° C. with stirring for 20 minutes. Then a solution of tetrahydropyran-4-carboxylic acid (2.5 g, 19.2 mmol) in tetrahydrofuran (10 mL) was added to the solution of lithium diisopropylamide over 15 minutes to form a slurry, followed by hexamethylphosphoramide (2 mL). The resulting solution was stirred for 25 minutes,... The reactants are COC(C(C)(NC(=O)C1=C(C2=CC=CC=C2C=C1)OC(COC1=CC=CC=C1)C)C)=O (2-methyl-2-{[1-(1-methyl-2-phenoxy-ethoxy)-naphthalene-2-carbonyl]-amino}-propionic acid methyl ester). The solvent is C1CCOC1 (THF), [OH-].[Na+] (sodium hydroxide), CO (methanol). Yields the product CC(C(=O)O)(C)NC(=O)C1=C(C2=CC=CC=C2C=C1)OC(COC1=CC=CC=C1)C (2-Methyl-2-{[1-(1-methyl-2-phenoxy-ethoxy)-naphthalene-2-carbonyl]-amino}-propionic acid). Reaction SMILES: C[O:2][C:3](=[O:31])[C:4]([CH3:30])([NH:6][C:7]([C:9]1[CH:18]=[CH:17][C:16]2[C:11](=[CH:12][CH:13]=[CH:14][CH:15]=2)[C:10]=1[O:19][CH:20]([CH3:29])[CH2:21][O:22][C:23]1[CH:28]=[CH:27][CH:26]=[CH:25][CH:24]=1)=[O:8])[CH3:5]>C1COCC1.[OH-].[Na+].CO>[CH3:30][C:4]([NH:6][C:7]([C:9]1[CH:18]=[CH:17][C:16]2[C:11](=[CH:12][CH:13]=[CH:14][CH:15]=2)[C:10]=1[O:19][CH:20]([CH3:29])[CH2:21][O:22][C:23]1[CH:28]=[CH:27][CH:26]=[CH:25][CH:24]=1)=[O:8])([CH3:5])[C:3]([OH:31])=[O:2] |f:2.3|. Procedure: 110 mg 2-methyl-2-{[1-(1-methyl-2-phenoxy-ethoxy)-naphthalene-2-carbonyl]-amino}-propionic acid methyl ester in 1 ml THF, 0.3 ml of 2 M sodium hydroxide and 0.3 ml methanol were heated under reflux for 2 h. The organic solvents were then removed in vacuo, and the residue was acidified with 2 M hydrochloric acid and extracted with ethyl acetate twice. The combined organic layers were dried over magnesium sulphate and concentrated. After purification by RP-HPLC 10 mg of 2-methyl-2-{[1-(1-methyl-2-...